This data is from the Open Reaction Database (ORD), a public repository of structured organic reaction records. The task is: describe an organic reaction: reactants, conditions, products, and yield The reactants are CC1CN(C(=O)OC(C)(C)C)CCN1c1ccc(C#N)c(C(F)(F)F)c1, O=C(O)C(F)(F)F. Product: CC1CNCCN1c1ccc(C#N)c(C(F)(F)F)c1. RXN SMILES: [C:1](#[N:2])[c:3]1[c:4]([C:23]([F:24])([F:25])[F:26])[cH:5][c:6]([N:9]2[CH:10]([CH3:22])[CH2:11][N:12]([C:15]([O:16][C:17]([CH3:18])([CH3:19])[CH3:20])=[O:21])[CH2:13][CH2:14]2)[cH:7][cH:8]1.[OH:27][C:28]([C:29]([F:30])([F:31])[F:32])=[O:33]>>[C:1](#[N:2])[c:3]1[c:4]([C:23]([F:24])([F:25])[F:26])[cH:5][c:6]([N:9]2[CH:10]([CH3:22])[CH2:11][NH:12][CH2:13][CH2:14]2)[cH:7][cH:8]1.